From a dataset of the Open Reaction Database (ORD), a public repository of structured organic reaction records. describe an organic reaction: reactants, conditions, products, and yield Reactants: COC(/C(=C\C1CCCCC1)/I)=O ((E)-3-cyclohexyl-2-iodo-acrylic acid methyl ester), C1(=CC=CC=C1)P(C1=CC=CC=C1)C1=CC=CC=C1 (triphenylphosphine), C[Si](C)(C)Cl (trimethylsilyl chloride), [Cl-].[NH4+] (ammonium chloride), BrCCBr (1,2-dibromoethane), BrC1=CC(=C(C=C1)S(=O)(=O)C)C(F)(F)F (4-bromo-1-methanesulfonyl-2-trifluoromethyl-benzene). Reagents/catalysts: C=1C=CC(=CC1)/C=C/C(=O)/C=C/C2=CC=CC=C2.C=1C=CC(=CC1)/C=C/C(=O)/C=C/C2=CC=CC=C2.[Pd] (bis(dibenzylideneacetone)palladium(0)), [Zn] (zinc), [Zn] (zinc), [Zn] (zinc), [Zn] (zinc), [Zn] (zinc), [Zn] (zinc). Solvent: O1CCCC1 (tetrahydrofuran), O1CCCC1 (tetrahydrofuran), O1CCCC1 (tetrahydrofuran), O1CCCC1 (tetrahydrofuran), O1CCCC1 (tetrahydrofuran). Conditions: temperature 25 celsius, time 15 minute. Yields the product hexanes ethyl acetate, COC(\C(=C\C1CCCCC1)\C1=CC(=C(C=C1)S(=O)(=O)C)C(F)(F)F)=O ((E)-3-cyclohexyl-2-(4-methanesulfonyl-3-trifluoromethyl-phenyl)-acrylic acid methyl ester). Yield: 98.8%. Reaction SMILES: BrCCBr.C[Si](Cl)(C)C.[CH3:10][O:11][C:12](=[O:22])/[C:13](/I)=[CH:14]\[CH:15]1[CH2:20][CH2:19][CH2:18][CH2:17][CH2:16]1.C1(P(C2C=CC=CC=2)C2C=CC=CC=2)C=CC=CC=1.Br[C:43]1[CH:48]=[CH:47][C:46]([S:49]([CH3:52])(=[O:51])=[O:50])=[C:45]([C:53]([F:56])([F:55])[F:54])[CH:44]=1.[Cl-].[NH4+]>O1CCCC1.[Zn].C1C=CC(/C=C/C(/C=C/C2C=CC=CC=2)=O)=CC=1.C1C=CC(/C=C/C(/C=C/C2C=CC=CC=2)=O)=CC=1.[Pd]>[CH3:10][O:11][C:12](=[O:22])/[C:13](/[C:43]1[CH:48]=[CH:47][C:46]([S:49]([CH3:52])(=[O:50])=[O:51])=[C:45]([C:53]([F:55])([F:56])[F:54])[CH:44]=1)=[CH:14]/[CH:15]1[CH2:20][CH2:19][CH2:18][CH2:17][CH2:16]1 |f:5.6,9.10.11|. Reported procedure: A mixture of zinc dust (1.3 g, 20 mmol, Aldrich, −325 mesh) and dry tetrahydrofuran (2 mL) under argon was treated with 1,2-dibromoethane (187 mg, 1 mmol). Thc zinc suspension was then heated with a heat gun to ebullition, allowed to cool, and heated again. This process was repeated three times to make sure the zinc dust was activated. The activated zinc dust suspension was then treated with trimethylsilyl chloride (110 mg 1 mmol), and the suspension was stirred for 15 min at 25° C. The reaction... The reactants are Cc1ccccc1, O=Cc1cn(-c2ccccc2)nc1-c1ccc([N+](=O)[O-])o1, N. The product is N#Cc1cn(-c2ccccc2)nc1-c1ccc([N+](=O)[O-])o1. RXN SMILES: [CH3:23][c:24]1[cH:25][cH:26][cH:27][cH:28][cH:29]1.[N+:1](=[O:2])([O-:3])[c:4]1[cH:5][cH:6][c:7](-[c:9]2[n:10][n:11](-[c:16]3[cH:17][cH:18][cH:19][cH:20][cH:21]3)[cH:12][c:13]2[CH:14]=[O:15])[o:8]1.[NH3:22]>>[N+:1](=[O:2])([O-:3])[c:4]1[cH:5][cH:6][c:7](-[c:9]2[n:10][n:11](-[c:16]3[cH:17][cH:18][cH:19][cH:20][cH:21]3)[cH:12][c:13]2[C:14]#[N:22])[o:8]1. Starting materials: C(C)(C)(C)OC(=O)N1C2CC(CC1CC2)=CC2=CC(=C(C=C2)Cl)Cl (3-(3,4-Dichloro-benzylidene)-8-aza-bicyclo[3.2.1]octane-8-carboxylic acid tert-butyl ester). The reagents and catalysts are O=[Pt]=O (PtO2). The solvent is CCO (EtOH), CCOC(=O)C (EtOAc). The product is C(C)(C)(C)OC(=O)N1C2CC(CC1CC2)CC2=CC(=C(C=C2)Cl)Cl (3-(3,4-dichloro-benzyl)-8-aza-bicyclo[3.2.1]octane-8-carboxylic acid tert-butyl ester). Yield: 84.0%. RXN SMILES: [C:1]([O:5][C:6]([N:8]1[CH:13]2[CH2:14][CH2:15][CH:9]1[CH2:10][C:11](=[CH:16][C:17]1[CH:22]=[CH:21][C:20]([Cl:23])=[C:19]([Cl:24])[CH:18]=1)[CH2:12]2)=[O:7])([CH3:4])([CH3:3])[CH3:2]>CCO.CCOC(C)=O.O=[Pt]=O>[C:1]([O:5][C:6]([N:8]1[CH:13]2[CH2:14][CH2:15][CH:9]1[CH2:10][CH:11]([CH2:16][C:17]1[CH:22]=[CH:21][C:20]([Cl:23])=[C:19]([Cl:24])[CH:18]=1)[CH2:12]2)=[O:7])([CH3:4])([CH3:2])[CH3:3]. Procedure: 3-(3,4-Dichloro-benzylidene)-8-aza-bicyclo[3.2.1]octane-8-carboxylic acid tert-butyl ester (1.0 g, 2.7 mmol) in 10 mL of EtOH and 10 mL of EtOAc was stirred with 25 mg of PtO2 under 1 atm of H2 at rt for 3 h. It was then filtered through a celite bed and the filtrate was concentrated. The residue was purified on a silica gel column to give 0.84 g of 3-(3,4-dichloro-benzyl)-8-aza-bicyclo[3.2.1]octane-8-carboxylic acid tert-butyl ester (M++1: 370). The reactants are crude material, COCN(C[Si](C)(C)C)CCC (Methoxymethyl-propyl-trimethylsilanylmethyl-amine), BrC=1C=NC(=NC1)C=C (5-bromo-2-vinyl-pyrimidine), C(=O)(C(F)(F)F)O (TFA). Run in C(Cl)Cl (CH2Cl2), C(Cl)Cl (CH2Cl2), C(Cl)Cl (CH2Cl2). Conditions: time 2 hour. Yields the product BrC=1C=NC(=NC1)C1CN(CC1)CCC (5-Bromo-2-(1-propyl-pyrrolidin-3-yl)-pyrimidine). Yield: 35.3%. As a reaction SMILES: CO[CH2:3][N:4]([CH2:10][CH2:11][CH3:12])[CH2:5][Si](C)(C)C.[Br:13][C:14]1[CH:15]=[N:16][C:17]([CH:20]=[CH2:21])=[N:18][CH:19]=1.C(O)(C(F)(F)F)=O>C(Cl)Cl>[Br:13][C:14]1[CH:15]=[N:16][C:17]([CH:20]2[CH2:21][CH2:5][N:4]([CH2:10][CH2:11][CH3:12])[CH2:3]2)=[N:18][CH:19]=1. Procedure: Methoxymethyl-propyl-trimethylsilanylmethyl-amine (14.13 g, 74.61 mmol) in CH2Cl2 (4 ml) was added dropwise to a 0° C. cooled solution of 5-bromo-2-vinyl-pyrimidine (2 g, 10.80 mmol) and TFA (210 μl, 2.72 mmol) in CH2Cl2 (45 ml) over a period of 20 min. The reaction mixture was then stirred at room temperature for 2 h. The crude material was diluted with CH2Cl2, washed with saturated aqueous NaHCO3 and the organic layer was dried over Na2SO4 and evaporated. The residue was chromatographied on si... Reactants: FC=1C=C(C=CC1)C1=C2C(=C3C(CC(CN13)C)O)N(C(N(C2=O)C)=O)C (5-(3-fluorophenyl)-10-hydroxy-1,3,8-trimethyl-7,8,9,10-tetrahydropyrimido[4,5-a]indolizine-2,4(1H,3H)-dione), S[C@H](CN1C=C2N(C(N(C(C2=C1C1=CC=CC=C1)=O)C)=O)C)C ((S)-6-(2-Mercaptopropyl)-1,3-dimethyl-5-phenyl-1H-pyrrolo[3,4-d]pyrimidine-2,4(3H,6H)-dione), BrCC(CC(=O)OC)C (methyl 4-bromo-3-methylbutanoate), S[C@H](CN1C=C2N(C(N(C(C2=C1C1=CC=CC=C1)=O)C)=O)C)C ((S)-6-(2-Mercaptopropyl)-1,3-dimethyl-5-phenyl-1H-pyrrolo[3,4-d]pyrimidine-2,4(3H,6H)-dione). Yields the product FC=1C=C(C=CC1)C1=C2C(=C3C(C(CCN13)C)O)N(C(N(C2=O)C)=O)C (5-(3-Fluorophenyl)-10-hydroxy-1,3,9-trimethyl-7,8,9,10-tetrahydropyrimido[4,5-a]indolizine-2,4(1H,3H)-dione). RXN SMILES: [F:1][C:2]1[CH:3]=[C:4]([C:8]2[N:16]3[C:11]([CH:12]([OH:18])[CH2:13][CH:14](C)[CH2:15]3)=[C:10]3[N:19]([CH3:26])[C:20](=[O:25])[N:21]([CH3:24])[C:22](=[O:23])[C:9]=23)[CH:5]=[CH:6][CH:7]=1.Br[CH2:28]C(C)CC(OC)=O.S[C@@H](C)CN1C(C2C=CC=CC=2)=C2C(N(C)C(=O)N(C)C2=O)=C1>>[F:1][C:2]1[CH:3]=[C:4]([C:8]2[N:16]3[C:11]([CH:12]([OH:18])[CH:13]([CH3:28])[CH2:14][CH2:15]3)=[C:10]3[N:19]([CH3:26])[C:20](=[O:25])[N:21]([CH3:24])[C:22](=[O:23])[C:9]=23)[CH:5]=[CH:6][CH:7]=1. Procedure details: The title compound was prepared analogously to 5-(3-fluorophenyl)-10-hydroxy-1,3,8-trimethyl-7,8,9,10-tetrahydropyrimido[4,5-a]indolizine-2,4(1H,3H)-dione (Intermediate La) by replacing Methyl 4-bromo-3-methylbutanoate (Intermediate T) with methyl 4-bromo-2-methylbutanoate (Intermediate S).